From a dataset of the Open Reaction Database (ORD), a public repository of structured organic reaction records. describe an organic reaction: reactants, conditions, products, and yield Product: C1(CC1)COC1=C(C=C(C(=C1)OC)F)C1=C2C(=NC=C1)C(=C(N2)C)C(=O)NC2CCN(CC2)C([C@H](C)O)=O (7-[2-(Cyclopropylmethoxy)-5-fluoro-4-methoxyphenyl]-N-{1-[(2S)-2-hydroxypropanoyl]piperidin-4-yl}-2-methyl-1H-pyrrolo[3,2-b]pyridine-3-carboxamide). Reactants: Cl.C1(CC1)COC1=C(C=C(C(=C1)OC)F)C1=C2C(=NC=C1)C(=C(N2)C)C(=O)NC2CCNCC2 (7-[2-(cyclopropylmethoxy)-5-fluoro-4-methoxyphenyl]-2-methyl-N-piperidin-4-yl-1H-pyrrolo[3,2-b]pyridine-3-carboxamide hydrochloride), C(C)(=O)O[C@H](C(=O)Cl)C ((2S)-1-chloro-1-oxopropan-2-yl acetate). RXN SMILES: Cl.[CH:2]1([CH2:5][O:6][C:7]2[CH:12]=[C:11]([O:13][CH3:14])[C:10]([F:15])=[CH:9][C:8]=2[C:16]2[CH:21]=[CH:20][N:19]=[C:18]3[C:22]([C:26]([NH:28][CH:29]4[CH2:34][CH2:33][NH:32][CH2:31][CH2:30]4)=[O:27])=[C:23]([CH3:25])[NH:24][C:17]=23)[CH2:4][CH2:3]1.C([O:38][C@@H:39]([CH3:43])[C:40](Cl)=[O:41])(=O)C>>[CH:2]1([CH2:5][O:6][C:7]2[CH:12]=[C:11]([O:13][CH3:14])[C:10]([F:15])=[CH:9][C:8]=2[C:16]2[CH:21]=[CH:20][N:19]=[C:18]3[C:22]([C:26]([NH:28][CH:29]4[CH2:30][CH2:31][N:32]([C:40](=[O:41])[C@@H:39]([OH:38])[CH3:43])[CH2:33][CH2:34]4)=[O:27])=[C:23]([CH3:25])[NH:24][C:17]=23)[CH2:4][CH2:3]1 |f:0.1|. Procedure details: Starting from 7-[2-(cyclopropylmethoxy)-5-fluoro-4-methoxyphenyl]-2-methyl-N-piperidin-4-yl-1H-pyrrolo[3,2-b]pyridine-3-carboxamide hydrochloride (example D.f26) and commercially available (2S)-1-chloro-1-oxopropan-2-yl acetate the title compound is obtained as colorless solid. The reactants are C(C)(C)(C)OC(=O)N[C@@H](COC#CC)C(=O)O (N-Tert-Butoxycarbonyl O-Propynyl-L-Serine), C1=CC=C2C(=C1)N=NN2O.O (HOBt hydrate), CCN=C=NCCCN(C)C.Cl (EDC hydrochloride), C(C)(C)(C)OC(=O)N[C@@H](COC#CC)C(=O)O (N-Tert-Butoxycarbonyl O-Propynyl-L-Serine), C(C)(C)N(C(C)C)CC (N,N-diisopropylethylamine), Cl.COC(C(C)(C)N)=O (Aminoisobutyric Acid Methyl Ester Hydrochloride). Run in CN(C)C=O (DMF), CN(C)C=O (DMF), CN(C)C=O (DMF). Run at temperature 0 celsius, time 1 hour. Yields the product COC(C(NC([C@@H](NC(=O)OC(C)(C)C)COC#CC)=O)(C)C)=O (N-Tert-Butoxycarbonyl O-Propynyl-L-Seryl α,α-Dimethylglycine Methyl Ester). Reaction SMILES: [C:1]([O:5][C:6]([NH:8][C@H:9]([C:15]([OH:17])=O)[CH2:10][O:11][C:12]#[C:13][CH3:14])=[O:7])([CH3:4])([CH3:3])[CH3:2].Cl.[CH3:19][O:20][C:21](=[O:26])[C:22]([NH2:25])([CH3:24])[CH3:23].C(N(CC)C(C)C)(C)C.C1C=C2N=NN(O)C2=CC=1.O.CCN=C=NCCCN(C)C.Cl>CN(C=O)C>[CH3:19][O:20][C:21](=[O:26])[C:22]([CH3:24])([CH3:23])[NH:25][C:15](=[O:17])[C@H:9]([CH2:10][O:11][C:12]#[C:13][CH3:14])[NH:8][C:6]([O:5][C:1]([CH3:2])([CH3:3])[CH3:4])=[O:7] |f:1.2,4.5,6.7|. Procedure details: N-tert-butoxycarbonyl O-propynyl-L-serine 13 (6.26 g, 25.7 mmol) was dissolved in DMF (50 mL). Aminoisobutyric acid methyl ester hydrochloride 2 (3.95 g, 25.7 mmol) was dissolved in DMF (50 mL) and N,N-diisopropylethylamine (3.32 g, 25.7 mmol) added. The resulting solution was added to the solution of 13 in one portion and the mixture cooled to 0° C. (ice bath). HOBt hydrate (3.94 g, 25.7 mmol) and then EDC hydrochloride (5.43 g, 28.3 mmol) were added in portions together with additional DMF (50... Starting materials: OCCc1ccc(OCc2ccccc2)cc1, CS(=O)(=O)Cl, CCOCC, c1ccncc1. Yields the product CS(=O)(=O)OCCc1ccc(OCc2ccccc2)cc1. As a reaction SMILES: [CH2:6]([c:7]1[cH:8][cH:9][cH:10][cH:11][cH:12]1)[O:13][c:14]1[cH:15][cH:16][c:17]([CH2:18][CH2:19][OH:20])[cH:21][cH:22]1.[CH3:1][S:2]([Cl:3])(=[O:4])=[O:5].[CH3:23][CH2:24][O:25][CH2:26][CH3:27].[cH:28]1[cH:29][cH:30][n:31][cH:32][cH:33]1>>[CH3:1][S:2](=[O:4])(=[O:5])[O:20][CH2:19][CH2:18][c:17]1[cH:16][cH:15][c:14]([O:13][CH2:6][c:7]2[cH:8][cH:9][cH:10][cH:11][cH:12]2)[cH:22][cH:21]1. Reactants: ClC=1C(=C(C=CC1)NC1=NC=NC2=CC(=C(C=C12)CN[C@H](COC)C)OC)F (N-(3-Chloro-2-fluorophenyl)-7-methoxy-6-({[(1S)-2-methoxy-1-methylethyl]amino}methyl)quinazolin-4-amine), CCOC(=O)[C@@H](C)OS(=O)(=O)C(F)(F)F (ethyl O-trifluoromethanesulfonyl-D-lactate). Yields the product ClC=1C(=C(C=CC1)NC1=NC=NC2=CC(=C(C=C12)CN([C@@H](C)C(=O)O)[C@H](COC)C)OC)F (N-({4-[(3-chloro-2-fluorophenyl)amino]-7-methoxyquinazolin-6-yl}methyl)-N-[(1S)-2-methoxy-1-methylethyl]-L-alanine). Reaction SMILES: [Cl:1][C:2]1[C:3]([F:28])=[C:4]([NH:8][C:9]2[C:18]3[C:13](=[CH:14][C:15]([O:26][CH3:27])=[C:16]([CH2:19][NH:20][C@@H:21]([CH3:25])[CH2:22][O:23][CH3:24])[CH:17]=3)[N:12]=[CH:11][N:10]=2)[CH:5]=[CH:6][CH:7]=1.CC[O:31][C:32]([C@H:34](OS(C(F)(F)F)(=O)=O)[CH3:35])=[O:33]>>[Cl:1][C:2]1[C:3]([F:28])=[C:4]([NH:8][C:9]2[C:18]3[C:13](=[CH:14][C:15]([O:26][CH3:27])=[C:16]([CH2:19][N:20]([C@@H:21]([CH3:25])[CH2:22][O:23][CH3:24])[C@H:34]([C:32]([OH:33])=[O:31])[CH3:35])[CH:17]=3)[N:12]=[CH:11][N:10]=2)[CH:5]=[CH:6][CH:7]=1. Reported procedure: N-(3-Chloro-2-fluorophenyl)-7-methoxy-6-({[(1S)-2-methoxy-1-methylethyl]amino}methyl)quinazolin-4-amine (prepared as described in Example 52) was coupled with ethyl O-trifluoromethanesulfonyl-D-lactate and hydrolysed using analogous methods to those described for the equivalent steps in Example 46 to give N-({4-[(3-chloro-2-fluorophenyl)amino]-7-methoxyquinazolin-6-yl}methyl)-N-[(1S)-2-methoxy-1-methylethyl]-L-alanine; 1H NMR Spectrum: (DMSO-d6) 1.08 (d, 3H); 1.30 (d, 3H); 3.09 (m, 1H); 3.16 (s,... Starting materials: O=C([O-])[O-], CN(C)C=O, OB(O)c1ccccc1Cl, Cl, COc1cc(I)c(Cl)cc1C(=O)O, [K+], [K+], [Pd], c1ccc(P(c2ccccc2)c2ccccc2)cc1, c1ccc(P(c2ccccc2)c2ccccc2)cc1, c1ccc(P(c2ccccc2)c2ccccc2)cc1, c1ccc(P(c2ccccc2)c2ccccc2)cc1. Product: COc1cc(-c2ccccc2Cl)c(Cl)cc1C(=O)O. As a reaction SMILES: [C:24](=[O:25])([O-:26])[O-:27].[CH3:31][N:32]([CH3:33])[CH:34]=[O:35].[Cl:14][c:15]1[c:16]([B:21]([OH:22])[OH:23])[cH:17][cH:18][cH:19][cH:20]1.[ClH:30].[I:1][c:2]1[cH:3][c:4]([O:12][CH3:13])[c:5]([C:6](=[O:7])[OH:8])[cH:9][c:10]1[Cl:11].[K+:28].[K+:29].[Pd:36].[c:37]1([P:38]([c:39]2[cH:40][cH:41][cH:42][cH:43][cH:44]2)[c:45]2[cH:46][cH:47][cH:48][cH:49][cH:50]2)[cH:51][cH:52][cH:53][cH:54][cH:55]1.[c:56]1([P:57]([c:58]2[cH:59][cH:60][cH:61][cH:62][cH:63]2)[c:64]2[cH:65][cH:66][cH:67][cH:68][cH:69]2)[cH:70][cH:71][cH:72][cH:73][cH:74]1.[c:75]1([P:76]([c:77]2[cH:78][cH:79][cH:80][cH:81][cH:82]2)[c:83]2[cH:84][cH:85][cH:86][cH:87][cH:88]2)[cH:89][cH:90][cH:91][cH:92][cH:93]1.[c:94]1([P:95]([c:96]2[cH:97][cH:98][cH:99][cH:100][cH:101]2)[c:102]2[cH:103][cH:104][cH:105][cH:106][cH:107]2)[cH:108][cH:109][cH:110][cH:111][cH:112]1>>[c:2]1(-[c:16]2[c:15]([Cl:14])[cH:20][cH:19][cH:18][cH:17]2)[cH:3][c:4]([O:12][CH3:13])[c:5]([C:6](=[O:7])[OH:8])[cH:9][c:10]1[Cl:11]. The reactants are Cl.Cl.NC1=CC(=C(C(=O)NCC2CCNCC2)C=C1Cl)OC (4-Amino-5-chloro-2-methoxy-N-(piperidin-4-ylmethyl)benzamide dihydrochloride), BrCCCCCC(=O)C1=NSC2=C1C=CC=C2 (6-bromo-1-(3-benzisothiazolyl)-1-hexanone). Yields the product NC1=CC(=C(C(=O)NCC2CCN(CC2)CCCCCC(=O)C2=NSC3=C2C=CC=C3)C=C1Cl)OC (4-amino-5-chloro-2-methoxy-N-((1-(6-(3-benzisothiazolyl)-6-oxohexyl)piperidin-4-yl)methyl)benzamide). RXN SMILES: Cl.Cl.[NH2:3][C:4]1[C:19]([Cl:20])=[CH:18][C:7]([C:8]([NH:10][CH2:11][CH:12]2[CH2:17][CH2:16][NH:15][CH2:14][CH2:13]2)=[O:9])=[C:6]([O:21][CH3:22])[CH:5]=1.Br[CH2:24][CH2:25][CH2:26][CH2:27][CH2:28][C:29]([C:31]1[C:35]2[CH:36]=[CH:37][CH:38]=[CH:39][C:34]=2[S:33][N:32]=1)=[O:30]>>[NH2:3][C:4]1[C:19]([Cl:20])=[CH:18][C:7]([C:8]([NH:10][CH2:11][CH:12]2[CH2:13][CH2:14][N:15]([CH2:24][CH2:25][CH2:26][CH2:27][CH2:28][C:29]([C:31]3[C:35]4[CH:36]=[CH:37][CH:38]=[CH:39][C:34]=4[S:33][N:32]=3)=[O:30])[CH2:16][CH2:17]2)=[O:9])=[C:6]([O:21][CH3:22])[CH:5]=1 |f:0.1.2|. Procedure details: 4-Amino-5-chloro-2-methoxy-N-(piperidin-4-ylmethyl)benzamide dihydrochloride as starting compound and 6-bromo-1-(3-benzisothiazolyl)-1-hexanone are reacted and treated in the same manner as in Example 199 to give 4-amino-5-chloro-2-methoxy-N-((1-(6-(3-benzisothiazolyl)-6-oxohexyl)piperidin-4-yl)methyl)benzamide. Reactants: C(C)(C)[N-]C(C)C.[Li+] (lithium diisopropylamide), C(C)(C)(C)OC(=O)N1CCC(CC1)CCC(=O)O (3-[1-(tert-Butoxycarbonyl)piperidin-4-yl]propionic acid), CON(C(C1=C(C=C(C(=C1)Cl)N)OC)=O)C (N-Methoxy-N-methyl-4-amino-5-chloro-2-methoxybenzamide). Run in C1CCOC1 (THF), C1CCOC1 (THF), CN(C)P(=O)(N(C)C)N(C)C (HMPA), O (water), CN(C)P(=O)(N(C)C)N(C)C (HMPA). Reaction conditions: temperature 0 celsius, time 30 minute. The product is NC1=CC(=C(C=C1Cl)C(CCC1CCN(CC1)C(=O)OC(C)(C)C)=O)OC (1-(4-amino-5-chloro-2-methoxyphenyl)-3-[1-(tert-butoxycarbonyl)piperidin-4-yl]-propan-1-one). Isolated yield 21.1%. As a reaction SMILES: [C:1]([O:5][C:6]([N:8]1[CH2:13][CH2:12][CH:11]([CH2:14][CH2:15][C:16]([OH:18])=O)[CH2:10][CH2:9]1)=[O:7])([CH3:4])([CH3:3])[CH3:2].C([N-]C(C)C)(C)C.[Li+].CON(C)C(=O)[C:31]1[CH:36]=[C:35]([Cl:37])[C:34]([NH2:38])=[CH:33][C:32]=1[O:39][CH3:40]>CN(P(N(C)C)(N(C)C)=O)C.C1COCC1.O>[NH2:38][C:34]1[C:35]([Cl:37])=[CH:36][C:31]([C:16](=[O:18])[CH2:15][CH2:14][CH:11]2[CH2:10][CH2:9][N:8]([C:6]([O:5][C:1]([CH3:2])([CH3:3])[CH3:4])=[O:7])[CH2:13][CH2:12]2)=[C:32]([O:39][CH3:40])[CH:33]=1 |f:1.2|. Procedure details: 3-[1-(tert-Butoxycarbonyl)piperidin-4-yl]propionic acid (4.6 g, 18 mmol), prepared as in Example 1, was dissolved in HMPA (10 mL) and THF (10 mL), and this solution was added to a -20° solution of lithium diisopropylamide (60 mmol). The mixture was warmed to 0° C., stirred for 30 minutes, and then cooled to -40° C. N-Methoxy-N-methyl-4-amino-5-chloro-2-methoxybenzamide (4.9 g, 20 mmol), prepared as in Example 2, was dissolved in HMPA (10 mL) and THF (10 mL) and this solution was added to the mix... The solvent is O1CCOCC1 (1,4-dioxane), O1CCOCC1 (1,4-dioxane), C(C)#N (Acetonitrile). Procedure: A vial was charged with the title compound from Example 236 Step C (60.0 mg, 0.098 mmol), 4-trifluoromethylphenyl boronic acid (24.2 mg, 0.127 mmol), and trans-dichlorobis(triphenylphosphine) palladium (II) (6.9 mg, 0.010 mmol). Acetonitrile (0.400 mL) and sodium carbonate (0.244 mL, 1.0 M aqueous, 0.244 mmol) were added, and the mixture was degassed with nitrogen. The vial was then capped and placed in a pre-heated oil bath (70° C.). After 15 h, the mixture was diluted with water and DCM and th... Yields the product C(=O)(C(F)(F)F)O (TFA), FC(C1=C(C=NN1C1=NC(=CC=C1)C1=C(C=CC=C1)CCC1=CC=C(C=C1)C1=CC=C(C=C1)C(F)(F)F)C(=O)O)(F)F (5-(Trifluoromethyl)-1-[6-(2-{2-[4′-(trifluoromethyl)biphenyl-4-yl]ethyl}phenyl)pyridin-2-yl]-1H-pyrazole-4-carboxylic acid). Starting materials: [OH-].[Li+] (lithium hydroxide), FC(C1=C(C=NN1C1=NC(=CC=C1)C1=C(C=CC=C1)CCC1=CC=C(C=C1)OS(=O)(=O)C(F)(F)F)C(=O)OCC)(F)F (Ethyl 5-(trifluoromethyl)-1-(6-{2-[2-(4-{[(trifluoromethyl)sulfonyl]oxy}phenyl)ethyl]phenyl}pyridin-2-yl)-1H-pyrazole-4-carboxylate), FC(C1=CC=C(C=C1)B(O)O)(F)F (4-trifluoromethylphenyl boronic acid), trans-dichlorobis(triphenylphosphine) palladium (II), Cl (hydrochloric acid), C([O-])([O-])=O.[Na+].[Na+] (sodium carbonate). Conditions: temperature 50 celsius, time 15 hour. RXN SMILES: [F:1][C:2]([F:42])([F:41])[C:3]1[N:7]([C:8]2[CH:13]=[CH:12][CH:11]=[C:10]([C:14]3[CH:19]=[CH:18][CH:17]=[CH:16][C:15]=3[CH2:20][CH2:21][C:22]3[CH:27]=[CH:26][C:25](OS(C(F)(F)F)(=O)=O)=[CH:24][CH:23]=3)[N:9]=2)[N:6]=[CH:5][C:4]=1[C:36]([O:38]CC)=[O:37].[F:43][C:44]([F:55])([F:54])[C:45]1[CH:50]=[CH:49][C:48](B(O)O)=[CH:47][CH:46]=1.[C:56](=[O:59])([O-])[O-:57].[Na+].[Na+].[OH-].[Li+].Cl>O1CCOCC1.C(#N)C>[C:56]([OH:57])([C:2]([F:42])([F:41])[F:1])=[O:59].[F:41][C:2]([F:42])([F:1])[C:3]1[N:7]([C:8]2[CH:13]=[CH:12][CH:11]=[C:10]([C:14]3[CH:19]=[CH:18][CH:17]=[CH:16][C:15]=3[CH2:20][CH2:21][C:22]3[CH:23]=[CH:24][C:25]([C:48]4[CH:49]=[CH:50][C:45]([C:44]([F:55])([F:54])[F:43])=[CH:46][CH:47]=4)=[CH:26][CH:27]=3)[N:9]=2)[N:6]=[CH:5][C:4]=1[C:36]([OH:38])=[O:37] |f:2.3.4,5.6|.